This data is from the Open Reaction Database (ORD), a public repository of structured organic reaction records. The task is: describe an organic reaction: reactants, conditions, products, and yield The reactants are potassium t-butylate, BrC1=C(C=NN1C1=C(C=C(C=C1)C(F)(F)F)Cl)C#N (5-bromo-1-(2-chloro-4-trifluoromethyl-phenyl)-4-cyano-pyrazole), [K] (potassium), O (water), CS (methyl mercaptan). The solvent is O1CCCC1 (tetrahydrofuran). Run at time 8 hour. Product: ClC1=C(C=CC(=C1)C(F)(F)F)N1N=CC(=C1SC)C#N (1-(2-chloro-4-trifluoromethyl-phenyl)-4-cyano-5-methylthio-pyrazole). Yield: 97.6%. RXN SMILES: Br[C:2]1[N:6]([C:7]2[CH:12]=[CH:11][C:10]([C:13]([F:16])([F:15])[F:14])=[CH:9][C:8]=2[Cl:17])[N:5]=[CH:4][C:3]=1[C:18]#[N:19].[K].[CH3:21][SH:22].O>O1CCCC1>[Cl:17][C:8]1[CH:9]=[C:10]([C:13]([F:16])([F:15])[F:14])[CH:11]=[CH:12][C:7]=1[N:6]1[C:2]([S:22][CH3:21])=[C:3]([C:18]#[N:19])[CH:4]=[N:5]1 |^1:19|. Procedure: A solution of 3.5 g (0.01 mol) of 5-bromo-1-(2-chloro-4-trifluoromethyl-phenyl)-4-cyano-pyrazole is added dropwise at 20°-25° C. to a suspension of 0.011 mol of potassium methylmercaptide, prepared by passing 0.6 g (0.011 mol) of methyl mercaptan into a solution of 1.4 g (0.012 mol) of potassium t-butylate in 50 ml of tetrahydrofuran. The mixture is stirred overnight, poured into water, and extracted by shaking three times with 100 ml of methylene chloride in each case. After drying the combined... The reactants are CCCCCCC(C)(O)CCN(Cc1ccccc1)Cc1ccccc1, CCO. Yields the product CCCCCCC(C)(O)CCN. RXN SMILES: [CH3:1][C:2]([CH2:3][CH2:4][N:5]([CH2:6][c:7]1[cH:8][cH:9][cH:10][cH:11][cH:12]1)[CH2:13][c:14]1[cH:15][cH:16][cH:17][cH:18][cH:19]1)([CH2:20][CH2:21][CH2:22][CH2:23][CH2:24][CH3:25])[OH:26].[CH3:27][CH2:28][OH:29]>>[CH3:1][C:2]([CH2:3][CH2:4][NH2:5])([CH2:20][CH2:21][CH2:22][CH2:23][CH2:24][CH3:25])[OH:26].